Dataset: the Open Reaction Database (ORD), a public repository of structured organic reaction records. Task: describe an organic reaction: reactants, conditions, products, and yield Procedure: Propyl 3-pyridyl ketone was reacted with 1-bromobutane according to the procedure of Part (a) of Example 6 to give 1-butyl-3-butyryl pyridinium bromide as a tan coloured crystalline solid. Reaction SMILES: [N:1]1[CH:6]=[CH:5][CH:4]=[C:3]([C:7]([CH2:9][CH2:10][CH3:11])=[O:8])[CH:2]=1.[Br:12][CH2:13][CH2:14][CH2:15][CH3:16].C1(CCN2CCCC(C(C)=O)=C2)C=CC=CC=1>>[Br-:12].[CH2:13]([N+:1]1[CH:6]=[CH:5][CH:4]=[C:3]([C:7](=[O:8])[CH2:9][CH2:10][CH3:11])[CH:2]=1)[CH2:14][CH2:15][CH3:16] |f:3.4|. The reactants are N1=CC(=CC=C1)C(=O)CCC (Propyl 3-pyridyl ketone), BrCCCC (1-bromobutane), C1(=CC=CC=C1)CCN1C=C(CCC1)C(=O)C (Methyl 1-(2-phenylethyl)-1,4,5,6-tetrahydro-3-pyridyl ketone). Yields the product [Br-].C(CCC)[N+]1=CC(=CC=C1)C(CCC)=O (1-butyl-3-butyryl pyridinium bromide).